From a dataset of the Open Reaction Database (ORD), a public repository of structured organic reaction records. describe an organic reaction: reactants, conditions, products, and yield Starting materials: C[O-].[Na+] (sodium methoxide), ClC1=C(C(=O)NC2=C(C=C(C=C2)F)F)C(=CC=N1)I (2-chloro-N-(2,4-difluorophenyl)-4-iodonicotinamide). Run in CO (methanol). Reaction conditions: temperature 60 celsius. Yields the product ClC1=C(C(=O)NC2=C(C=C(C=C2)F)F)C(=CC=N1)OC (2-Chloro-N-(2,4-difluorophenyl)-4-methoxynicotinamide). Isolated yield 27.3%. RXN SMILES: [CH3:1][O-:2].[Na+].[Cl:4][C:5]1[N:21]=[CH:20][CH:19]=[C:18](I)[C:6]=1[C:7]([NH:9][C:10]1[CH:15]=[CH:14][C:13]([F:16])=[CH:12][C:11]=1[F:17])=[O:8]>CO>[Cl:4][C:5]1[N:21]=[CH:20][CH:19]=[C:18]([O:2][CH3:1])[C:6]=1[C:7]([NH:9][C:10]1[CH:15]=[CH:14][C:13]([F:16])=[CH:12][C:11]=1[F:17])=[O:8] |f:0.1|. Procedure details: To a solution of sodium methoxide (0.023 g, 0.43 mmol) in anhydrous methanol (3 mL) was added 2-chloro-N-(2,4-difluorophenyl)-4-iodonicotinamide (0.17 g, 0.43 mmol). The mixture was heated at 60° C. for 12 hours then allowed to cool to ambient temperature. Concentration of the reaction mixture resulted in a residue that was triturated with methanol and water. Isolation by vacuum filtration afforded the desired compound (0.035 g) as an off-white solid. The filtrate was concentrated in vacuo to a ... Starting materials: Cc1cc(Br)cc(C(=O)c2[nH]c(=O)[nH]c(=O)c2C(C)C)c1, O=C([O-])[O-], Cc1cc(CCl)cc(N2C(=O)c3ccccc3C2=O)n1, [I-], [K+], [K+], [Li+], CN(C)C=O. Product: Cc1cc(Br)cc(C(=O)c2c(C(C)C)c(=O)[nH]c(=O)n2Cc2cc(C)nc(N3C(=O)c4ccccc4C3=O)c2)c1. Reaction SMILES: [Br:1][c:2]1[cH:3][c:4]([C:5](=[O:6])[c:7]2[c:8]([CH:15]([CH3:16])[CH3:17])[c:9](=[O:14])[nH:10][c:11](=[O:13])[nH:12]2)[cH:18][c:19]([CH3:21])[cH:20]1.[C:42](=[O:43])([O-:44])[O-:45].[Cl:22][CH2:23][c:24]1[cH:25][c:26]([N:31]2[C:32](=[O:41])[c:33]3[cH:34][cH:35][cH:36][cH:37][c:38]3[C:39]2=[O:40])[n:27][c:28]([CH3:30])[cH:29]1.[I-:48].[K+:46].[K+:47].[Li+:49].[O:50]=[CH:51][N:52]([CH3:53])[CH3:54]>>[Br:1][c:2]1[cH:3][c:4]([C:5](=[O:6])[c:7]2[c:8]([CH:15]([CH3:16])[CH3:17])[c:9](=[O:14])[nH:10][c:11](=[O:13])[n:12]2[CH2:23][c:24]2[cH:25][c:26]([N:31]3[C:32](=[O:41])[c:33]4[cH:34][cH:35][cH:36][cH:37][c:38]4[C:39]3=[O:40])[n:27][c:28]([CH3:30])[cH:29]2)[cH:18][c:19]([CH3:21])[cH:20]1.